This data is from the Open Reaction Database (ORD), a public repository of structured organic reaction records. The task is: describe an organic reaction: reactants, conditions, products, and yield Starting materials: [H-].[Na+] (sodium hydride), C(#N)C1=C(NS(=O)(=O)C2=CC=C(C=C2)C)C=CC(=C1)C#N (2′,4′-dicyano-p-toluenesulfonanilide), O (water), C(C)(C)I (isopropyl iodide). Solvent: CN(C)C=O (DMF). Product: C(#N)C1=C(N(S(=O)(=O)C2=CC=C(C=C2)C)C(C)C)C=CC(=C1)C#N (2′,4′-Dicyano-N-isopropyl-p-toluenesulfonanilide). The yield is 12.5%. RXN SMILES: [H-].[Na+].[C:3]([C:5]1[CH:21]=[C:20]([C:22]#[N:23])[CH:19]=[CH:18][C:6]=1[NH:7][S:8]([C:11]1[CH:16]=[CH:15][C:14]([CH3:17])=[CH:13][CH:12]=1)(=[O:10])=[O:9])#[N:4].[CH:24](I)([CH3:26])[CH3:25].O>CN(C=O)C>[C:3]([C:5]1[CH:21]=[C:20]([C:22]#[N:23])[CH:19]=[CH:18][C:6]=1[N:7]([CH:24]([CH3:26])[CH3:25])[S:8]([C:11]1[CH:12]=[CH:13][C:14]([CH3:17])=[CH:15][CH:16]=1)(=[O:10])=[O:9])#[N:4] |f:0.1|. Procedure: To a suspension of sodium hydride (65%, 0.12 g (3.30 mmol)) in 6.0 ml of DMF, 2′,4′-dicyano-p-toluenesulfonanilide (0.49 g (1.65 mmol)) was added with stirring at room temperature. To the resulting mixture, after 10 minutes' stirring at room temperature, isopropyl iodide (0.50 ml (4.94 mmol)) was added and the mixture was heated at 130° C. for 6 hours with stirring. The reaction mixture was then cooled to room temperature, poured into water and extracted with diethyl ether. The extract was washe... Starting materials: C(C)(C)(C)OC(=O)N1CCN(CC1)CC1=CC=C(C=C1)[C@H]1COC=2C(=NC=CC2)O1 (4-[(S)-4-(2,3-dihydro-[1,4]dioxino[2,3-b]pyridin-3-yl)-benzyl]-piperazine-1-carboxylic acid tert-butyl ester), C1OC(N2[C@@H]1CNCC2)=O ((R)-hexahydro-oxazolo[3,4-a]pyrazin-3-one). The product is O1C[C@@H](OC2=NC=CC=C21)C2=CC=C(CN1C[C@H]3N(CC1)C(OC3)=O)C=C2 ((R)-7-[(S)-4-(2,3-Dihydro-[1,4]dioxino[2,3-b]pyridin-3-yl)-benzyl]-hexahydro-oxazolo[3,4-a]pyrazin-3-one). As a reaction SMILES: [C:1]([O:5][C:6]([N:8]1[CH2:13][CH2:12][N:11]([CH2:14][C:15]2[CH:20]=[CH:19][C:18]([C@@H:21]3[O:30][C:25]4=[N:26][CH:27]=[CH:28][CH:29]=[C:24]4[O:23][CH2:22]3)=[CH:17][CH:16]=2)[CH2:10][CH2:9]1)=[O:7])(C)(C)C.C1[C@H]2CNCCN2C(=O)O1>>[O:23]1[C:24]2[C:25](=[N:26][CH:27]=[CH:28][CH:29]=2)[O:30][C@@H:21]([C:18]2[CH:19]=[CH:20][C:15]([CH2:14][N:11]3[CH2:10][CH2:9][N:8]4[C:6](=[O:7])[O:5][CH2:1][C@H:13]4[CH2:12]3)=[CH:16][CH:17]=2)[CH2:22]1. Reported procedure: Compound 285 is synthesized from Intermediate C and (R)-hexahydro-oxazolo[3,4-a]pyrazin-3-one according to General Method M. (LC/MS method 16: ES+ m/z 368.4 [M+H]+, Rt=2.52 min). The reactants are C(C)O.[O-]CC.[Na+] (sodium ethoxide ethanol), C(C)#N (acetonitrile), C(C(=O)OCC)(=O)OCC (diethyl oxalate), S(O)(O)(=O)=O (sulfuric acid), N(N)C1=NC=CC=C1 (2-hydrazinopyridine). The solvent is C(C)OCC (diethyl ether), C(C)OCC (diethylether), O (water). Reaction conditions: time 30 minute. The product is NC1=CC(=NN1C1=NC=CC=C1)C(=O)OCC (Ethyl 5-amino-1-(2-pyridinyl)-1H-pyrazole-3-carboxylate). Yield: 41.1%. RXN SMILES: C(O)C.[O-]CC.[Na+].[C:8]([O:15][CH2:16][CH3:17])(=[O:14])[C:9](OCC)=O.[C:18](#[N:20])[CH3:19].[NH:21]([C:23]1[CH:28]=[CH:27][CH:26]=[CH:25][N:24]=1)[NH2:22].S(=O)(=O)(O)O>C(OCC)C.O>[NH2:20][C:18]1[N:21]([C:23]2[CH:28]=[CH:27][CH:26]=[CH:25][N:24]=2)[N:22]=[C:9]([C:8]([O:15][CH2:16][CH3:17])=[O:14])[CH:19]=1 |f:0.1.2|. Procedure details: To diethyl ether (200 mL), was added a 20% sodium ethoxide ethanol solution (280 g, 820 mmol) at 0° C., and subsequently was added dropwise diethyl oxalate (19.8 g, 400 mmol), and the mixture was stirred at the same temperature for 30 minutes. To the solution, was added dropwise a solution of acetonitrile (21 mL, 400 mmol) in diethylether (20 mL), and the mixture was allowed to warm to room temperature and stirred at the same temperature for 24 hours. The resulting crystals were collected by fil...